From a dataset of the Open Reaction Database (ORD), a public repository of structured organic reaction records. describe an organic reaction: reactants, conditions, products, and yield Reactants: CCC1Oc2c(ccc(Br)c2CCCN)N1C(=O)OC(C)(C)C, Cc1ccccc1, C=C[Sn](CCCC)(CCCC)CCCC, c1ccc(P(c2ccccc2)(c2ccccc2)[Pd](P(c2ccccc2)(c2ccccc2)c2ccccc2)(P(c2ccccc2)(c2ccccc2)c2ccccc2)P(c2ccccc2)(c2ccccc2)c2ccccc2)cc1. Product: C=Cc1ccc2c(c1CCCN)OC(CC)N2C(=O)OC(C)(C)C. RXN SMILES: [C:1]([CH3:2])([CH3:3])([CH3:4])[O:5][C:6](=[O:7])[N:8]1[CH:9]([CH2:22][CH3:23])[O:10][c:11]2[c:12]1[cH:13][cH:14][c:15]([Br:21])[c:16]2[CH2:17][CH2:18][CH2:19][NH2:20].[CH3:39][c:40]1[cH:41][cH:42][cH:43][cH:44][cH:45]1.[CH:24](=[CH2:25])[Sn:26]([CH2:27][CH2:28][CH2:29][CH3:30])([CH2:31][CH2:32][CH2:33][CH3:34])[CH2:35][CH2:36][CH2:37][CH3:38].[cH:46]1[cH:47][cH:48][c:49]([P:50]([Pd:51]([P:52]([c:53]2[cH:54][cH:55][cH:56][cH:57][cH:58]2)([c:59]2[cH:60][cH:61][cH:62][cH:63][cH:64]2)[c:65]2[cH:66][cH:67][cH:68][cH:69][cH:70]2)([P:71]([c:72]2[cH:73][cH:74][cH:75][cH:76][cH:77]2)([c:78]2[cH:79][cH:80][cH:81][cH:82][cH:83]2)[c:84]2[cH:85][cH:86][cH:87][cH:88][cH:89]2)[P:90]([c:91]2[cH:92][cH:93][cH:94][cH:95][cH:96]2)([c:97]2[cH:98][cH:99][cH:100][cH:101][cH:102]2)[c:103]2[cH:104][cH:105][cH:106][cH:107][cH:108]2)([c:109]2[cH:110][cH:111][cH:112][cH:113][cH:114]2)[c:115]2[cH:116][cH:117][cH:118][cH:119][cH:120]2)[cH:121][cH:122]1>>[C:1]([CH3:2])([CH3:3])([CH3:4])[O:5][C:6](=[O:7])[N:8]1[CH:9]([CH2:22][CH3:23])[O:10][c:11]2[c:12]1[cH:13][cH:14][c:15]([CH:24]=[CH2:25])[c:16]2[CH2:17][CH2:18][CH2:19][NH2:20]. Reactants: CC(CCO)CCCC(C)C (3,7-dimethyloctanol), P(Br)(Br)Br (phosphorus tribromide), O (water). Run in CCCCCC (n-hexane). Conditions: temperature 60 celsius, time 4 hour. Product: CC(CCBr)CCCC(C)C (3,7-dimethyloctyl bromide). Reaction SMILES: [CH3:1][CH:2]([CH2:6][CH2:7][CH2:8][CH:9]([CH3:11])[CH3:10])[CH2:3][CH2:4]O.P(Br)(Br)[Br:13].O>CCCCCC>[CH3:1][CH:2]([CH2:6][CH2:7][CH2:8][CH:9]([CH3:11])[CH3:10])[CH2:3][CH2:4][Br:13]. Reported procedure: To neat 3,7-dimethyloctanol (5 ml) was added phosphorus tribromide (1.01 ml). The mixture was stirred for 4 hours at 60° C. The reaction mixture was added to a mixture of water and n-hexane. The organic layer was separated and dried over magnesium sulfate. The magnesium sulfate was filtered off, and the filtrate was evaporated under reduced pressure to give 3,7-dimethyloctyl bromide (4.40 g).